Dataset: the Open Reaction Database (ORD), a public repository of structured organic reaction records. Task: describe an organic reaction: reactants, conditions, products, and yield Starting materials: O (water), CC1(CCC2=C(C=CC=C12)NC(C(C(=O)C)Cl)=O)C (N-(1,1-dimethyl-4-indanyl)-2-chloroacetoacetamide), C(C)(=S)N (thioacetamide), C([O-])([O-])=O.[K+].[K+] (potassium carbonate). Run in O1CCCC1 (tetrahydrofuran). Run at time 4 hour. Product: CC1(CCC2=C(C=CC=C12)NC(=O)C1=C(N=C(S1)C)C)C (N-(1,1-dimethyl-4-indanyl)-2,4-dimethylthiazole-5-carboxamide). Isolated yield 42.4%. As a reaction SMILES: [CH3:1][C:2]1([CH3:19])[C:10]2[C:5](=[C:6]([NH:11][C:12](=[O:18])[CH:13](Cl)[C:14]([CH3:16])=O)[CH:7]=[CH:8][CH:9]=2)[CH2:4][CH2:3]1.[C:20]([NH2:23])(=[S:22])[CH3:21].C(=O)([O-])[O-].[K+].[K+].O>O1CCCC1>[CH3:1][C:2]1([CH3:19])[C:10]2[C:5](=[C:6]([NH:11][C:12]([C:13]3[S:22][C:20]([CH3:21])=[N:23][C:14]=3[CH3:16])=[O:18])[CH:7]=[CH:8][CH:9]=2)[CH2:4][CH2:3]1 |f:2.3.4|. Reported procedure: 1.14 g (4.08 mmol) of N-(1,1-dimethyl-4-indanyl)-2-chloroacetoacetamide and 0.30 g (4.08 mmol) of thioacetamide were dissolved in 10 ml of tetrahydrofuran and was refluxed for 3 hours. To the reaction mixture was added 0.56 g (4.08 mmol) of anhydrous potassium carbonate and reaction was effected for 4 hours under reflux. The resulting solution was added to water and extracted with ethyl acetate. The organic layer was concentrated and then purified by column chromatography (eluent; n-hexane:ethyl... Starting materials: CC1N(CCC1)C1CN(CC1)C1=CC(=C(C=C1)[N+](=O)[O-])C (2-methyl-1′-(3-methyl-4-nitro-phenyl)[1,3′]bipyrrolidinyl), CC1N(CCC1)C1CN(CC1)C1=CC(=C(C=C1)[N+](=O)[O-])C (2-methyl-1′-(3-methyl-4-nitro-phenyl)[1,3′]bipyrrolidinyl). Run at time 8 hour. The solvent is C(Cl)Cl (DCM), CO (MeOH), CO (MeOH). RXN SMILES: [CH3:1][CH:2]1[CH2:6][CH2:5][CH2:4][N:3]1[CH:7]1[CH2:11][CH2:10][N:9]([C:12]2[CH:17]=[CH:16][C:15]([N+:18]([O-])=O)=[C:14](C)[CH:13]=2)[CH2:8]1>CO.C(Cl)Cl.[Pd]>[CH3:1][CH:2]1[CH2:6][CH2:5][CH2:4][N:3]1[CH:7]1[CH2:11][CH2:10][N:9]([C:12]2[CH:13]=[CH:14][C:15]([NH2:18])=[CH:16][CH:17]=2)[CH2:8]1. Procedure: A solution of 2-methyl-1′-(3-methyl-4-nitro-phenyl)[1,3′]bipyrrolidinyl (Intermediate (iii) obtained above, 2.23 g, 7.7 mmol) in MeOH was de-aerated and nitrogen was introduced. To this solution was added Pd—C (10%). This mixture was stirred under H2 atmosphere at r.t. for 8 h. TLC (10% MeOH in DCM) and LC/MS showed the reaction was complete. The mixture was passed through a Celite pad, rinsed with methanol. The filtrate was concentrated to dryness, and further dried under high vacuum to yield a... Yields the product CC1N(CCC1)C1CN(CC1)C1=CC=C(C=C1)N (4-(2-Methyl-[1,3′]bipyrrolidinyl-1′-yl)-phenylamine). Reagents/catalysts: [Pd] (Pd—C). Reactants: CS(=O)(=O)C1=C(C(=O)OC)C=CC=C1SC1=CC=CC=C1 (methyl 2 -methylsulphonyl-3-phenylsulphenylbenzoate), C(C)O (ethanol), [OH-].[Na+] (sodium hydroxide). The solvent is O (water). The product is CS(=O)(=O)C1=C(C(=O)O)C=CC=C1SC1=CC=CC=C1 (2-methylsulphonyl-3-phenylsulphenylbenzoic acid). The yield is 99.5%. RXN SMILES: [CH3:1][S:2]([C:5]1[C:14]([S:15][C:16]2[CH:21]=[CH:20][CH:19]=[CH:18][CH:17]=2)=[CH:13][CH:12]=[CH:11][C:6]=1[C:7]([O:9]C)=[O:8])(=[O:4])=[O:3].C(O)C.[OH-].[Na+]>O>[CH3:1][S:2]([C:5]1[C:14]([S:15][C:16]2[CH:21]=[CH:20][CH:19]=[CH:18][CH:17]=2)=[CH:13][CH:12]=[CH:11][C:6]=1[C:7]([OH:9])=[O:8])(=[O:4])=[O:3] |f:2.3|. Reported procedure: A mixture of methyl 2 -methylsulphonyl-3-phenylsulphenylbenzoate (8.3 g), ethanol (50 ml) and 2N sodium hydroxide (25 ml) was heated at reflux for one hour and then added to water. The inorganic phase was washed with ethyl acetate, acidified with concentrated hydrochloric acid and extracted with ethyl acetate. This organic phase was dried over sodium sulphate, filtered and evaporated giving 7.9 g of 2-methylsulphonyl-3-phenylsulphenylbenzoic acid as a white solid, m.p. 185.4°-186.0° C. The reactants are Cc1nn(C(=O)OC(C)(C)C)c2ccc([N+](=O)[O-])cc12, Cc1n[nH]c2ccc([N+](=O)[O-])cc12, CC(C)(C)OC(=O)OC(=O)OC(C)(C)C, CCO. The product is Cc1nn(C(=O)OC(C)(C)C)c2ccc(N)cc12. As a reaction SMILES: [CH3:1][c:2]1[n:3][n:4]([C:14](=[O:15])[O:16][C:17]([CH3:18])([CH3:19])[CH3:20])[c:5]2[cH:6][cH:7][c:8]([N+:11]([O-:12])=[O:13])[cH:9][c:10]12.[CH3:21][c:22]1[c:23]2[c:24]([cH:25][cH:26][c:27]([N+:28]([O-:29])=[O:30])[cH:31]2)[nH:32][n:33]1.[CH3:34][C:35]([O:36][C:37]([O:38][C:39]([O:40][C:41]([CH3:42])([CH3:43])[CH3:44])=[O:45])=[O:46])([CH3:47])[CH3:48].[CH3:49][CH2:50][OH:51]>>[CH3:1][c:2]1[n:3][n:4]([C:14](=[O:15])[O:16][C:17]([CH3:18])([CH3:19])[CH3:20])[c:5]2[cH:6][cH:7][c:8]([NH2:11])[cH:9][c:10]12. Starting materials: [BH3-]C#N, CC(N)C(=O)N(CC(=O)O)c1ccsc1, [Na+], O=C(O)C(=O)CCc1ccccc1. Yields the product CC(NC(CCc1ccccc1)C(=O)O)C(=O)N(CC(=O)O)c1ccsc1. As a reaction SMILES: [C:29]([BH3-:30])#[N:31].[NH2:14][CH:15]([CH3:16])[C:17](=[O:18])[N:19]([CH2:20][C:21](=[O:22])[OH:23])[c:24]1[cH:25][s:26][cH:27][cH:28]1.[Na+:32].[O:1]=[C:2]([C:3](=[O:4])[OH:5])[CH2:6][CH2:7][c:8]1[cH:9][cH:10][cH:11][cH:12][cH:13]1>>[CH:2]([C:3](=[O:4])[OH:5])([CH2:6][CH2:7][c:8]1[cH:9][cH:10][cH:11][cH:12][cH:13]1)[NH:14][CH:15]([CH3:16])[C:17](=[O:18])[N:19]([CH2:20][C:21](=[O:22])[OH:23])[c:24]1[cH:25][s:26][cH:27][cH:28]1. The reactants are C(=O)(N1C=NC=C1)N1C=NC=C1 (1,1'-carbonyldiimidazole), C(Cl)Cl (CH2Cl2), OCCN1CCNCC1 (4-hydroxyethyl-piperazine), N[C@]12CC[C@@H]([C@@]1(C)CC[C@@H]1[C@]3(CC[C@@H](C[C@H]3CC[C@@H]21)O)C)C(=O)OC ((3β,5β,14β,17β)-14-Amino-3-hydroxyandrostane-17-carboxylic Acid, Methyl Ester). Conditions: time 24 hour. Product: Cl.Cl.C[C@@]12C(CC[C@H]1[C@@H]1CCC3CCCC[C@]3(C)[C@H]1CC2)C(=O)OC (androstane-17-carboxylic Acid, Methyl Ester Dihydrochloride), Final Product. As a reaction SMILES: N[C@@:2]12[C@H:19]3[C@@H:10]([C@:11]4([CH3:21])[C@H:16]([CH2:17][CH2:18]3)[CH2:15][C@@H:14](O)[CH2:13][CH2:12]4)[CH2:9][CH2:8][C@:6]1([CH3:7])[C@@H:5]([C:22]([O:24][CH3:25])=[O:23])[CH2:4][CH2:3]2.C(N1C=CN=C1)(N1C=CN=C1)=O.OCCN1CCNCC1.C(Cl)[Cl:48]>>[ClH:48].[ClH:48].[CH3:7][C@:6]12[CH2:8][CH2:9][C@H:10]3[C@@H:19]([CH2:18][CH2:17][CH:16]4[C@:11]3([CH3:21])[CH2:12][CH2:13][CH2:14][CH2:15]4)[C@@H:2]1[CH2:3][CH2:4][CH:5]2[C:22]([O:24][CH3:25])=[O:23] |f:4.5.6|. Procedure: A stirred solution of (3β,5β,14β,17β)-14-Amino-3-hydroxyandrostane-17-carboxylic Acid, Methyl Ester, prepared according to the procedure described in U.S. Pat. No. 4,885,280, incorporated by reference herein, (1.03 g, 2.95 mmole) in 25 ml of CH2Cl2 under a N2 blanket is treated with 1,1'-carbonyldiimidazole (0.58 g, 3.55 mmole). The mixture is stirred at room temperature for 24 hours and then treated with 4-hydroxyethyl-piperazine (1.92 g, 14.75 mmole). The reaction is continued to be stirred at...